This data is from the Open Reaction Database (ORD), a public repository of structured organic reaction records. The task is: describe an organic reaction: reactants, conditions, products, and yield The reactants are COC=1C=C2C(=CC=NC2=CC1OC)OC1=CC=C(C=C1)N (6,7-Dimethoxy-4-(4-aminophenoxy)quinoline), [N+](=O)([O-])C=1C=C(C=CC1)N=C=O (3-nitrophenyl isocyanate). The solvent is C1(=CC=CC=C1)C (toluene). Yields the product COC=1C=C2C(=CC=NC2=CC1OC)OC1=CC=C(C=C1)NC(=O)NC1=CC(=CC=C1)[N+](=O)[O-] (N-{4-[(6,7-Dimethoxy-4-quinolyl)oxy]phenyl}-N'-(3-nitrophenyl)urea). Isolated yield 34.1%. RXN SMILES: [CH3:1][O:2][C:3]1[CH:4]=[C:5]2[C:10](=[CH:11][C:12]=1[O:13][CH3:14])[N:9]=[CH:8][CH:7]=[C:6]2[O:15][C:16]1[CH:21]=[CH:20][C:19]([NH2:22])=[CH:18][CH:17]=1.[N+:23]([C:26]1[CH:27]=[C:28]([N:32]=[C:33]=[O:34])[CH:29]=[CH:30][CH:31]=1)([O-:25])=[O:24]>C1(C)C=CC=CC=1>[CH3:1][O:2][C:3]1[CH:4]=[C:5]2[C:10](=[CH:11][C:12]=1[O:13][CH3:14])[N:9]=[CH:8][CH:7]=[C:6]2[O:15][C:16]1[CH:17]=[CH:18][C:19]([NH:22][C:33]([NH:32][C:28]2[CH:29]=[CH:30][CH:31]=[C:26]([N+:23]([O-:25])=[O:24])[CH:27]=2)=[O:34])=[CH:20][CH:21]=1. Procedure: 6,7-Dimethoxy-4-(4-aminophenoxy)quinoline (83 mg) was dissolved in toluene (6 ml) with heat, 3-nitrophenyl isocyanate (384 mg) was added, and the admixture was refluxed with heat for 40 minutes. The resulting residue was purified by column chromatography on silica gel eluting with chloroform/acetone (10/1) to obtain 44 mg of the title compound (yield: 34%).